The task is: describe an organic reaction: reactants, conditions, products, and yield. This data is from the Open Reaction Database (ORD), a public repository of structured organic reaction records. Starting materials: Cn1cc([N+](=O)[O-])cc(Br)c1=O, O=C([O-])[O-], Cc1ccc(B(O)O)c(C)c1, CCOC(C)=O, [K+], [K+], C1COCCO1, O, c1ccc(P(c2ccccc2)(c2ccccc2)[Pd](P(c2ccccc2)(c2ccccc2)c2ccccc2)(P(c2ccccc2)(c2ccccc2)c2ccccc2)P(c2ccccc2)(c2ccccc2)c2ccccc2)cc1. The product is Cc1ccc(-c2cc([N+](=O)[O-])cn(C)c2=O)c(C)c1. Reaction SMILES: [Br:1][c:2]1[c:3](=[O:12])[n:4]([CH3:11])[cH:5][c:6]([N+:8](=[O:9])[O-:10])[cH:7]1.[C:24](=[O:25])([O-:26])[O-:27].[CH3:13][c:14]1[c:15]([B:21]([OH:22])[OH:23])[cH:16][cH:17][c:18]([CH3:20])[cH:19]1.[CH3:37][CH2:38][O:39][C:40](=[O:41])[CH3:42].[K+:28].[K+:29].[O:31]1[CH2:32][CH2:33][O:34][CH2:35][CH2:36]1.[OH2:30].[cH:43]1[cH:44][cH:45][c:46]([P:47]([Pd:48]([P:49]([c:50]2[cH:51][cH:52][cH:53][cH:54][cH:55]2)([c:56]2[cH:57][cH:58][cH:59][cH:60][cH:61]2)[c:62]2[cH:63][cH:64][cH:65][cH:66][cH:67]2)([P:68]([c:69]2[cH:70][cH:71][cH:72][cH:73][cH:74]2)([c:75]2[cH:76][cH:77][cH:78][cH:79][cH:80]2)[c:81]2[cH:82][cH:83][cH:84][cH:85][cH:86]2)[P:87]([c:88]2[cH:89][cH:90][cH:91][cH:92][cH:93]2)([c:94]2[cH:95][cH:96][cH:97][cH:98][cH:99]2)[c:100]2[cH:101][cH:102][cH:103][cH:104][cH:105]2)([c:106]2[cH:107][cH:108][cH:109][cH:110][cH:111]2)[c:112]2[cH:113][cH:114][cH:115][cH:116][cH:117]2)[cH:118][cH:119]1>>[c:2]1(-[c:15]2[c:14]([CH3:13])[cH:19][c:18]([CH3:20])[cH:17][cH:16]2)[c:3](=[O:12])[n:4]([CH3:11])[cH:5][c:6]([N+:8](=[O:9])[O-:10])[cH:7]1. Starting materials: I.ClC1=C(C=NNC(SC)=N)C(=CC=C1)Cl (methyl 3-(2,6-dichlorobenzylidene)thiocarbazimidate hydroiodide), ClC1=CC=C(C=C1)C1(CC1)CN (1-(p-chlorophenyl)cyclopropanemethylamine), C(CCC)O (n-butanol). Solvent: O (water), C(C)(=O)OCC (ethyl acetate), O (water). The product is ClC1=CC=C(C=C1)C1(CC1)CNC(=N)NN=CC1=C(C=CC=C1Cl)Cl (1-{[1-(p-Chlorophenyl)cyclopropyl]methyl}-3-(2,6-dichlorobenzylideneamino)guanidine). Reaction SMILES: I.[Cl:2][C:3]1[CH:15]=[CH:14][CH:13]=[C:12]([Cl:16])[C:4]=1[CH:5]=[N:6][NH:7][C:8](=[NH:11])SC.[Cl:17][C:18]1[CH:23]=[CH:22][C:21]([C:24]2([CH2:27][NH2:28])[CH2:26][CH2:25]2)=[CH:20][CH:19]=1.C(O)CCC>O.C(OCC)(=O)C>[Cl:17][C:18]1[CH:19]=[CH:20][C:21]([C:24]2([CH2:27][NH:28][C:8]([NH:7][N:6]=[CH:5][C:4]3[C:12]([Cl:16])=[CH:13][CH:14]=[CH:15][C:3]=3[Cl:2])=[NH:11])[CH2:25][CH2:26]2)=[CH:22][CH:23]=1 |f:0.1|. Procedure details: A solution of 7.80 g. of methyl 3-(2,6-dichlorobenzylidene)thiocarbazimidate hydroiodide and 4.37 g. of 1-(p-chlorophenyl)cyclopropanemethylamine in 100 ml. of n-butanol and 25 ml. of water is heated at reflux for 24 hours. The solution is cooled, diluted with water to a final volume of 2 liters and allowed to stand. Filtration gives a tan solid which is dissolved in ethyl acetate and purified by silica gel column chromatography. Crystallization of the product from diethyl ether gives the desire... Reactants: COC1=C(C=C2C(=C1)C(=O)N3C(CCC3O)C=N2)O (neothramycins), NCHl-dioxane, [OH-].[Na+] (NaOH). The product is COC=1C=C2C(=CC1O)N=C[C@@H]3CC[C@@H](N3C2=O)O (neothramycin A), COC1=C(C=C2C(=C1)C(=O)N3[C@@H](CC[C@H]3O)C=N2)O (neothramycin B). Reaction SMILES: [OH-].[Na+].[CH3:3][O:4][C:5]1[CH:10]=[C:9]2[C:11]([N:13]3[CH:17]([OH:18])[CH2:16][CH2:15][CH:14]3[CH:19]=[N:20][C:8]2=[CH:7][C:6]=1[OH:21])=[O:12]>>[CH3:3][O:4][C:5]1[CH:10]=[C:9]2[C:11](=[O:12])[N:13]3[C@@H:14]([CH2:15][CH2:16][C@@H:17]3[OH:18])[CH:19]=[N:20][C:8]2=[CH:7][C:6]=1[OH:21].[CH3:3][O:4][C:5]1[CH:10]=[C:9]2[C:11]([N:13]3[C@H:17]([OH:18])[CH2:16][CH2:15][C@H:14]3[CH:19]=[N:20][C:8]2=[CH:7][C:6]=1[OH:21])=[O:12] |f:0.1|. Procedure details: Crystalline methylneothramycin A (225 mg.) obtained in Example 8 was dissolved in 45 ml. of 0.01 NCHl-dioxane (1:1 in volume) and the solution was kept at room temperature (22° C.) for 1 hour. The solution was adjusted to pH 6.0 with 1 N NaOH and concentrated to dryness under reduced pressure, affording 216 mg. of a colorless powder containing neothramycins A and B. The powder was chromatographed on a column of silica gel (20 g.) by the similar manner as employed in Example 2. Pure neothramycin ... RXN SMILES: [CH2:15]1[O:16][CH2:17][CH2:18][CH2:19]1.[CH3:33][c:34]1[cH:35][cH:36][cH:37][cH:38][cH:39]1.[CH3:40][OH:41].[Cl-:20].[NH4+:21].[O:1]=[C:2]([c:3]1[cH:4][cH:5][cH:6][cH:7][cH:8]1)[c:9]1[cH:10][cH:11][cH:12][cH:13][cH:14]1.[c:22]1([CH3:23])[cH:24][cH:25][c:26]([S:27]([OH:28])(=[O:29])=[O:30])[cH:31][cH:32]1>>[C:2]([c:3]1[cH:4][cH:5][cH:6][cH:7][cH:8]1)([c:9]1[cH:10][cH:11][cH:12][cH:13][cH:14]1)=[CH2:15]. The product is C=C(c1ccccc1)c1ccccc1. The reactants are C1CCOC1, Cc1ccccc1, CO, [Cl-], [NH4+], O=C(c1ccccc1)c1ccccc1, Cc1ccc(S(=O)(=O)O)cc1. Reactants: C1CCOC1, COC(=O)C(CO)NC(=O)c1ccc(Cc2nc3ccccc3n2C)cc1. Product: COC(=O)C1COC(c2ccc(Cc3nc4ccccc4n3C)cc2)=N1. RXN SMILES: [CH2:28]1[O:29][CH2:30][CH2:31][CH2:32]1.[CH3:1][n:2]1[c:3]([CH2:11][c:12]2[cH:13][cH:14][c:15]([C:16](=[O:17])[NH:18][CH:19]([CH2:20][OH:21])[C:22](=[O:23])[O:24][CH3:25])[cH:26][cH:27]2)[n:4][c:5]2[c:6]1[cH:7][cH:8][cH:9][cH:10]2>>[CH3:1][n:2]1[c:3]([CH2:11][c:12]2[cH:13][cH:14][c:15]([C:16]3=[N:18][CH:19]([C:22](=[O:23])[O:24][CH3:25])[CH2:20][O:21]3)[cH:26][cH:27]2)[n:4][c:5]2[c:6]1[cH:7][cH:8][cH:9][cH:10]2.